From a dataset of the Open Reaction Database (ORD), a public repository of structured organic reaction records. describe an organic reaction: reactants, conditions, products, and yield Reactants: COC1=C(OCC(C)(O)C)C=CC(=C1)[N+](=O)[O-] (1-(2-methoxy-4-nitrophenoxy)-2-methylpropan-2-ol), nitro catechol ether. The reagents and catalysts are [Pd] (Pd/C). Solvent: CCO (EtOH). Run at time 6 hour. Yields the product 12.4, NC1=CC(=C(OCC(C)(O)C)C=C1)OC (1-(4-Amino-2-methoxyphenoxy)-2-methylpropan-2-ol). As a reaction SMILES: [CH3:1][O:2][C:3]1[CH:14]=[C:13]([N+:15]([O-])=O)[CH:12]=[CH:11][C:4]=1[O:5][CH2:6][C:7]([CH3:10])([OH:9])[CH3:8]>[Pd].CCO>[NH2:15][C:13]1[CH:12]=[CH:11][C:4]([O:5][CH2:6][C:7]([CH3:10])([OH:9])[CH3:8])=[C:3]([O:2][CH3:1])[CH:14]=1. Reported procedure: A stirred EtOH suspension (320 mL) containing 1-(2-methoxy-4-nitrophenoxy)-2-methylpropan-2-ol Part A (13.6 g, 56.4 mmol) and 10% Pd/C (0.25 g) was hydrogenated under 60 psi H2 for 6 hr. HPLC analysis revealed no starting nitro catechol ether remained. The resultant black suspension was filtered through a fiberglass filter paper under a blanket of N2 gas. The resultant clear wine colored solution was immediately concentrated using a rotary evaporator under vacuum to yield 12.4 of desired product... Reactants: OC1(C(=C(C2=CC=CC=C12)C1=CC=CC=C1)C(=O)OCC)C1=CC2=C(C=C1)OCO2 (ethyl (1RS)-1-hydroxy-1-(3,4-methylenedioxyphenyl)-3-phenylindene-2-carboxylate), C(C)[SiH](CC)CC (triethylsilane), Cl (HCl), B(F)(F)F.CCOCC (boron trifluoride etherate). Run in C(Cl)Cl (CH2Cl2). Reaction conditions: time 15 minute. Product: C1OC=2C=C(C=CC2O1)C1C(C(C2=CC=CC=C12)C1=CC=CC=C1)C(=O)O (1-(3,4-Methylenedioxyphenyl)-3-phenylindane-2-carboxylic acid). Yield: 108.2%. Reaction SMILES: O[C:2]1([C:22]2[CH:27]=[CH:26][C:25]3[O:28][CH2:29][O:30][C:24]=3[CH:23]=2)[C:10]2[C:5](=[CH:6][CH:7]=[CH:8][CH:9]=2)[C:4]([C:11]2[CH:16]=[CH:15][CH:14]=[CH:13][CH:12]=2)=[C:3]1[C:17]([O:19]CC)=[O:18].C([SiH](CC)CC)C.B(F)(F)F.CCOCC.Cl>C(Cl)Cl>[CH2:29]1[O:28][C:25]2[CH:26]=[CH:27][C:22]([CH:2]3[C:10]4[C:5](=[CH:6][CH:7]=[CH:8][CH:9]=4)[CH:4]([C:11]4[CH:12]=[CH:13][CH:14]=[CH:15][CH:16]=4)[CH:3]3[C:17]([OH:19])=[O:18])=[CH:23][C:24]=2[O:30]1 |f:2.3|. Procedure details: To a solution of ethyl (1RS)-1-hydroxy-1-(3,4-methylenedioxyphenyl)-3-phenylindene-2-carboxylate (1.03 g, 2.58 mmol) in CH2Cl2 (40 mL) was added triethylsilane (0.49 ml, 3.07 mmol), followed by boron trifluoride etherate (1.55 ml, 12.6 mmol). The reaction mixture was allowed to stir for 15 min, at which time was added slowly 3M HCl. The mixture was extracted with EtOAc. The organic extract was washed successively with H2O, 5% aqueous NaHCO3 and saturated aqueous NaCl. The solvent was removed in ...